From a dataset of the Open Reaction Database (ORD), a public repository of structured organic reaction records. describe an organic reaction: reactants, conditions, products, and yield The reactants are O=C([O-])O, CCOC(C)=O, Cl, [Na+], O, OCc1ccccc1, Cc1ccc(S(=O)(=O)O)cc1, O=C(O)CCc1cccnc1. The product is O=C(CCc1cccnc1)OCc1ccccc1. Reaction SMILES: [C:33](=[O:34])([O-:35])[OH:36].[CH3:38][CH2:39][O:40][C:41](=[O:42])[CH3:43].[ClH:1].[Na+:37].[OH2:21].[OH:13][CH2:14][c:15]1[cH:16][cH:17][cH:18][cH:19][cH:20]1.[c:22]1([CH3:23])[cH:24][cH:25][c:26]([S:27]([OH:28])(=[O:29])=[O:30])[cH:31][cH:32]1.[n:2]1[cH:3][c:4]([CH2:8][CH2:9][C:10](=[O:11])[OH:12])[cH:5][cH:6][cH:7]1>>[n:2]1[cH:3][c:4]([CH2:8][CH2:9][C:10](=[O:11])[O:12][CH2:14][c:15]2[cH:16][cH:17][cH:18][cH:19][cH:20]2)[cH:5][cH:6][cH:7]1.